Dataset: the Open Reaction Database (ORD), a public repository of structured organic reaction records. Task: describe an organic reaction: reactants, conditions, products, and yield The reactants are FC1=C(C=C(C=C1OC)OC)C1=CC=C(C=2N=CC=NC12)C(=O)O (8-(2-fluoro-3,5-dimethoxy-phenyl)quinoxaline-5-carboxylic acid), CO (MeOH), [N+](=O)([O-])C=1NC=C(N1)CN1CCCC1 (2-Nitro-4-pyrrolidin-1-ylmethyl-1H-imidazole), CO.C1CCOC1 (MeOH THF). The reagents and catalysts are [Ni] (Raney nickel). Solvent: C(Cl)Cl.CO (DCM MeOH). Conditions: temperature 65 celsius, time 6 hour. Product: N1(CCCC1)CC=1N=C(NC1)NC(=O)C=1C=2N=CC=NC2C(=CC1)C1=C(C(=CC(=C1)OC)OC)F (8-(2-Fluoro-3,5-dimethoxy-phenyl)-quinoxaline-5-carboxylic acid (4-pyrrolidin-1-ylmethyl-1H-imidazol-2-yl)-amide). RXN SMILES: [F:1][C:2]1[C:7]([O:8][CH3:9])=[CH:6][C:5]([O:10][CH3:11])=[CH:4][C:3]=1[C:12]1[C:21]2[N:20]=[CH:19][CH:18]=[N:17][C:16]=2[C:15]([C:22]([OH:24])=O)=[CH:14][CH:13]=1.[N+:25]([C:28]1[NH:29][CH:30]=[C:31]([CH2:33][N:34]2[CH2:38][CH2:37][CH2:36][CH2:35]2)[N:32]=1)([O-])=O.CO.C1COCC1.CO>[Ni].C(Cl)Cl.CO>[N:34]1([CH2:33][C:31]2[N:32]=[C:28]([NH:25][C:22]([C:15]3[C:16]4[N:17]=[CH:18][CH:19]=[N:20][C:21]=4[C:12]([C:3]4[CH:4]=[C:5]([O:10][CH3:11])[CH:6]=[C:7]([O:8][CH3:9])[C:2]=4[F:1])=[CH:13][CH:14]=3)=[O:24])[NH:29][CH:30]=2)[CH2:38][CH2:37][CH2:36][CH2:35]1 |f:2.3,6.7|. Procedure: The title compound was prepared in analogy to the procedures described in Example 14 but stirring the reaction mixture for 6 h at 65° C. and using 8-(2-fluoro-3,5-dimethoxy-phenyl)quinoxaline-5-carboxylic acid (Step 94.1). 2-Nitro-4-pyrrolidin-1-ylmethyl-1H-imidazole (Step 19.1) instead of 2-nitroimidazole was used in Step 14.3, and Raney nickel and MeOH/THF (1:1) instead of palladium on carbon and MeOH in Step 14.2. The title compound: ESI-MS: 477.2 [M+H]+; tR=3.28 min (System 1); TLC: Rf=0.11 ... Reported procedure: This compound is prepared by the procedure described in step A of preparation 1.7, from 1.55 g of magnesium in 25 ml of THF, a solution of 14.25 g of 1-bromo-4-(trifluoromethyl)benzene in 15 ml of THF and a solution of 10 g of 1-benzyl-4-piperidinone in 30 ml of THF. This gives 7.3 g of the expected product. The yield is 41.2%. The solvent is C1CCOC1 (THF), C1CCOC1 (THF), C1CCOC1 (THF). Reactants: C(C1=CC=CC=C1)N1CCC(CC1)=O (1-benzyl-4-piperidinone), BrC1=CC=C(C=C1)C(F)(F)F (1-bromo-4-(trifluoromethyl)benzene), [Mg] (magnesium). RXN SMILES: [Mg].Br[C:3]1[CH:8]=[CH:7][C:6]([C:9]([F:12])([F:11])[F:10])=[CH:5][CH:4]=1.[CH2:13]([N:20]1[CH2:25][CH2:24][C:23](=[O:26])[CH2:22][CH2:21]1)[C:14]1[CH:19]=[CH:18][CH:17]=[CH:16][CH:15]=1>C1COCC1>[CH2:13]([N:20]1[CH2:25][CH2:24][C:23]([C:3]2[CH:8]=[CH:7][C:6]([C:9]([F:12])([F:11])[F:10])=[CH:5][CH:4]=2)([OH:26])[CH2:22][CH2:21]1)[C:14]1[CH:15]=[CH:16][CH:17]=[CH:18][CH:19]=1. Product: C(C1=CC=CC=C1)N1CCC(CC1)(O)C1=CC=C(C=C1)C(F)(F)F (1-Benzyl-4-[4-(trifluoromethyl)phenyl]-4-piperidinol).